From a dataset of the Open Reaction Database (ORD), a public repository of structured organic reaction records. describe an organic reaction: reactants, conditions, products, and yield Starting materials: [I-].[Na+] (sodium iodide), C([O-])([O-])=O.[K+].[K+] (potassium carbonate), N1CCCCC1 (piperidine), ClCCOC1=CC=CC=2N3C4=C(C=CC=C4C12)OCC3C3=CC=CC=C3 (7-(2-chloroethoxy)-1-phenyl-1,2-dihydro[1,4]oxazino[2,3,4-jk]carbazole). Solvent: CN(C)C=O (DMF). Conditions: temperature 70 celsius, time 18 hour. Product: N1(CCCCC1)CCOC=1C=CC=C2N3C4=C(C=CC=C4C12)OCC3C3=CC=CC=C3 (1-phenyl-1,2-dihydro[1,4]oxazino[2,3,4-jk]carbazol-7-yl 2-(1-piperidinyl)ethyl ether). Reaction SMILES: Cl[CH2:2][CH2:3][O:4][C:5]1[C:17]2[C:16]3[C:11]4=[C:12]([O:18][CH2:19][CH:20]([C:21]5[CH:26]=[CH:25][CH:24]=[CH:23][CH:22]=5)[N:10]4[C:9]=2[CH:8]=[CH:7][CH:6]=1)[CH:13]=[CH:14][CH:15]=3.[I-].[Na+].C(=O)([O-])[O-].[K+].[K+].[NH:35]1[CH2:40][CH2:39][CH2:38][CH2:37][CH2:36]1>CN(C=O)C>[N:35]1([CH2:2][CH2:3][O:4][C:5]2[CH:6]=[CH:7][CH:8]=[C:9]3[C:17]=2[C:16]2[C:11]4=[C:12]([O:18][CH2:19][CH:20]([C:21]5[CH:26]=[CH:25][CH:24]=[CH:23][CH:22]=5)[N:10]34)[CH:13]=[CH:14][CH:15]=2)[CH2:40][CH2:39][CH2:38][CH2:37][CH2:36]1 |f:1.2,3.4.5|. Reported procedure: To a mixture of 7-(2-chloroethoxy)-1-phenyl-1,2-dihydro[1,4]oxazino[2,3,4-jk]carbazole (0.28 g, 0.769 mmol) in dry DMF (6 mL) is added sodium iodide (0.09 g, 0.6 mmol), potassium carbonate (0.207 g, 1.5 mmol), and piperidine (0.13 g, 1.5 mmol). The mixture is heated at 70° C. for 6 h and then at room temperature for 18 h. The mixture is then partitioned between water and ether. The ether layer is washed three times with water (80 mL). The organic layer is dried over sodium sulfate and concentrat... Starting materials: C1CCOC1, CI, CCS(=O)(=O)NC1CCCOc2c(C)cc(Cl)cc21, [H-], [Na+]. Yields the product CCS(=O)(=O)N(C)C1CCCOc2c(C)cc(Cl)cc21. As a reaction SMILES: [CH2:24]1[O:25][CH2:26][CH2:27][CH2:28]1.[CH3:22][I:23].[Cl:1][c:2]1[cH:3][c:4]([CH3:19])[c:5]2[c:6]([cH:18]1)[CH:7]([NH:12][S:13](=[O:14])(=[O:15])[CH2:16][CH3:17])[CH2:8][CH2:9][CH2:10][O:11]2.[H-:20].[Na+:21]>>[Cl:1][c:2]1[cH:3][c:4]([CH3:19])[c:5]2[c:6]([cH:18]1)[CH:7]([N:12]([S:13](=[O:14])(=[O:15])[CH2:16][CH3:17])[CH3:22])[CH2:8][CH2:9][CH2:10][O:11]2. The reactants are O=C([O-])[O-], CCOC(C)=O, CC#N, [K+], [K+], O=C(c1ccc(Cl)nc1)N1CCC1, Cc1nsc(NC(=O)c2cc(O)cc(OC(C)CO)c2)n1. Yields the product Cc1nsc(NC(=O)c2cc(Oc3ccc(C(=O)N4CCC4)cn3)cc(OC(C)CO)c2)n1. RXN SMILES: [C:35](=[O:36])([O-:37])[O-:38].[CH3:41][CH2:42][O:43][C:44](=[O:45])[CH3:46].[CH3:47][C:48]#[N:49].[K+:39].[K+:40].[N:22]1([C:26](=[O:27])[c:28]2[cH:29][cH:30][c:31]([Cl:34])[n:32][cH:33]2)[CH2:23][CH2:24][CH2:25]1.[OH:1][c:2]1[cH:3][c:4]([C:5](=[O:6])[NH:7][c:8]2[n:9][c:10]([CH3:13])[n:11][s:12]2)[cH:14][c:15]([O:17][CH:18]([CH2:19][OH:20])[CH3:21])[cH:16]1>>[O:1]([c:2]1[cH:3][c:4]([C:5](=[O:6])[NH:7][c:8]2[n:9][c:10]([CH3:13])[n:11][s:12]2)[cH:14][c:15]([O:17][CH:18]([CH2:19][OH:20])[CH3:21])[cH:16]1)[c:31]1[cH:30][cH:29][c:28]([C:26]([N:22]2[CH2:23][CH2:24][CH2:25]2)=[O:27])[cH:33][n:32]1.